From a dataset of the Open Reaction Database (ORD), a public repository of structured organic reaction records. describe an organic reaction: reactants, conditions, products, and yield The solvent is CCOCC (ether). Procedure details: 2-Benzylacrylic acid (2.20 g, 13.6 mmol) in dry ether (40 mL) was treated with dicyclohexylcarbodiimide (2.60 g, 12.6 mmol), benzyl alcohol (1.30 mL, 12.6 mmol) and 4-dimethylaminopyridine (0.310 g, 2.54 mmol). After stirring at room temperature for 44 h, the mixture was filtered and evaporated. Chromatography of the residue on silica with 5% oil: b.p. 150° C. (0.2 mm); TLC (20% ethyl acetate/80% hexane) Rf =0.31; 1H-NMR (CDCl3) 7.15-7.40 (m, 10H), 6.28 (m, 1H), 5.49 (m, 1H), 5.17 (2H,s), 3.67 (... Yields the product C(C1=CC=CC=C1)C(C(=O)OCC1=CC=CC=C1)=C (Benzyl 2-Benzylacrylate). Conditions: time 44 hour. Reagents/catalysts: CN(C1=CC=NC=C1)C (4-dimethylaminopyridine). Reaction SMILES: [CH2:1]([C:8](=[CH2:12])[C:9]([OH:11])=[O:10])[C:2]1[CH:7]=[CH:6][CH:5]=[CH:4][CH:3]=1.C1(N=C=NC2CCCCC2)CCCCC1.[CH2:28](O)[C:29]1[CH:34]=[CH:33][CH:32]=[CH:31][CH:30]=1>CCOCC.CN(C)C1C=CN=CC=1>[CH2:1]([C:8](=[CH2:12])[C:9]([O:11][CH2:28][C:29]1[CH:34]=[CH:33][CH:32]=[CH:31][CH:30]=1)=[O:10])[C:2]1[CH:7]=[CH:6][CH:5]=[CH:4][CH:3]=1. The reactants are C(C1=CC=CC=C1)C(C(=O)O)=C (2-Benzylacrylic acid), C1(CCCCC1)N=C=NC1CCCCC1 (dicyclohexylcarbodiimide), C(C1=CC=CC=C1)O (benzyl alcohol). Starting materials: OC=1C2=C(N=CN1)C(=CC=N2)C(=O)N (4-hydroxypyrido[3,2-d]pyrimidine-8-carboxamide), Cl.N[C@H](CN(S(=O)(=O)C1=CC=C(C=C1)[N+](=O)[O-])CC)C1=CC(=C(C=C1)F)C(F)(F)F (N—[(S)-2-Amino-2-(4-fluoro-3-trifluoromethyl-phenyl)-ethyl]-N-ethyl-4-nitro-benzenesulfonamide hydrochloride). Yields the product C(C)NC[C@H](C1=CC(=C(C=C1)F)C(F)(F)F)NC=1C2=C(N=CN1)C(=CC=N2)C(=O)N (4-[(S)-2-Ethylamino-1-(4-fluoro-3-trifluoromethyl-phenyl)-ethylamino]-pyrido[3,2-d]pyrimidine-8-carboxylic acid amide). RXN SMILES: O[C:2]1[C:3]2[N:11]=[CH:10][CH:9]=[C:8]([C:12]([NH2:14])=[O:13])[C:4]=2[N:5]=[CH:6][N:7]=1.Cl.[NH2:16][C@@H:17]([C:34]1[CH:39]=[CH:38][C:37]([F:40])=[C:36]([C:41]([F:44])([F:43])[F:42])[CH:35]=1)[CH2:18][N:19]([CH2:32][CH3:33])S(C1C=CC([N+]([O-])=O)=CC=1)(=O)=O>>[CH2:32]([NH:19][CH2:18][C@@H:17]([NH:16][C:2]1[C:3]2[N:11]=[CH:10][CH:9]=[C:8]([C:12]([NH2:14])=[O:13])[C:4]=2[N:5]=[CH:6][N:7]=1)[C:34]1[CH:39]=[CH:38][C:37]([F:40])=[C:36]([C:41]([F:42])([F:43])[F:44])[CH:35]=1)[CH3:33] |f:1.2|. Procedure details: Compound 56 was prepared following general synthesis scheme 7 wherein 4-hydroxypyrido[3,2-d]pyrimidine-8-carboxamide (G) was reacted with N—[(S)-2-Amino-2-(4-fluoro-3-trifluoromethyl-phenyl)-ethyl]-N-ethyl-4-nitro-benzenesulfonamide hydrochloride to give the title compound as a white solid. LC/MS [423 (M+H)]; 1H NMR (400 MHz, DMSO-d6) δ 9.93 (d, 1H), 9.26 (s, 1H), 9.00 (d, 1H), 8.54 (s, 1H), 8.37 (d, 1H), 8.16 (d, 1H), 7.92 (dd, 1H), 7.82 (ddd, 1H), 7.44 (dd, 1H), 5.51 (m, 1H), 3.17 (dd, 1H), 2....